Dataset: the Open Reaction Database (ORD), a public repository of structured organic reaction records. Task: describe an organic reaction: reactants, conditions, products, and yield Reactants: C1(=CC=CC=C1O)C (orthocresol), [P] (phosphorus), ester, C(C)(=O)OO (peracetic acid), C(C)(=O)OO (peracetic acid), peracid. Product: CC=1C(=C(C=CC1)O)O (3-methyl-1,2-dihydroxy benzene), CC1=C(C=CC(=C1)O)O (2-methyl-1,4-dihydroxy benzene). Reaction SMILES: [P].[C:2]1([CH3:9])[C:7]([OH:8])=[CH:6][CH:5]=[CH:4][CH:3]=1.[C:10]([O:13]O)(=[O:12])[CH3:11]>>[CH3:9][C:2]1[C:7]([OH:8])=[C:6]([OH:12])[CH:5]=[CH:4][CH:3]=1.[CH3:3][C:2]1[CH:11]=[C:10]([OH:13])[CH:5]=[CH:6][C:7]=1[OH:8]. Procedure: In the presence of 0.2% by weight of the same phosphorus-containing acid ester as indicated in Example 4, 1 mol or orthocresol and 0.2 mol of peracetic acid were caused to react at 50°C. Within 75 minutes after the start of the addition of peracid, the reaction product was analyzed by gas chromatography. Consequently, it was found that the conversion of peracetic acid was 99.8% and that there were produced 3-methyl-1,2-dihydroxy benzene and 2-methyl-1,4-dihydroxy benzene in amounts corresponding...